describe an organic reaction: reactants, conditions, products, and yield From a dataset of the Open Reaction Database (ORD), a public repository of structured organic reaction records. The reactants are ClCCl, COC(=O)c1ccc(N)c(OCc2ccccc2)c1, COC(=O)c1ccc(N=N)c(OCc2ccccc2)c1, CCOC(C)=O, CC(=O)O, [Cl-], Cl[Cu], [Li+], CC(C)(C)ON=O, O=S=O, C1COCCO1. The product is COC(=O)c1ccc(S(=O)(=O)Cl)c(OCc2ccccc2)c1. RXN SMILES: [CH2:70]([Cl:71])[Cl:72].[CH3:1][O:2][C:3]([c:4]1[cH:5][c:6]([O:11][CH2:12][c:13]2[cH:14][cH:15][cH:16][cH:17][cH:18]2)[c:7]([NH2:10])[cH:8][cH:9]1)=[O:19].[CH3:32][O:33][C:34](=[O:35])[c:36]1[cH:37][cH:38][c:39]([N:40]=[NH:41])[c:42]([O:43][CH2:44][c:45]2[cH:46][cH:47][cH:48][cH:49][cH:50]2)[cH:51]1.[CH3:54][CH2:55][O:56][C:57](=[O:58])[CH3:59].[CH3:60][C:61](=[O:62])[OH:63].[Cl-:28].[Cl:52][Cu:53].[Li+:27].[N:20]([O:21][C:22]([CH3:23])([CH3:24])[CH3:25])=[O:26].[O:29]=[S:30]=[O:31].[O:64]1[CH2:65][CH2:66][O:67][CH2:68][CH2:69]1>>[CH3:1][O:2][C:3]([c:4]1[cH:5][c:6]([O:11][CH2:12][c:13]2[cH:14][cH:15][cH:16][cH:17][cH:18]2)[c:7]([S:30]([Cl:28])(=[O:29])=[O:31])[cH:8][cH:9]1)=[O:19]. Reactants: B, C1CCOC1, CS(=O)(=O)c1ccc(NC(=O)C2CCCC2)cc1, CO, CCOC(C)=O, O. Yields the product CS(=O)(=O)c1ccc(NCC2CCCC2)cc1. As a reaction SMILES: [BH3:19].[CH2:23]1[O:24][CH2:25][CH2:26][CH2:27]1.[CH3:1][S:2](=[O:3])(=[O:4])[c:5]1[cH:6][cH:7][c:8]([NH:11][C:12](=[O:13])[CH:14]2[CH2:15][CH2:16][CH2:17][CH2:18]2)[cH:9][cH:10]1.[CH3:20][OH:21].[CH3:28][CH2:29][O:30][C:31]([CH3:32])=[O:33].[OH2:22]>>[CH3:1][S:2](=[O:3])(=[O:4])[c:5]1[cH:6][cH:7][c:8]([NH:11][CH2:12][CH:14]2[CH2:15][CH2:16][CH2:17][CH2:18]2)[cH:9][cH:10]1.